This data is from the Open Reaction Database (ORD), a public repository of structured organic reaction records. The task is: describe an organic reaction: reactants, conditions, products, and yield Reactants: [C@@H]1([C@H](O)[C@H](O)[C@@H](CO)O1)N1C=NC=2C(O)=NC=NC12 (Inosine), [N-]=[N+]=[N-].[Li+] (lithium azide), C1(=CC=CC=C1)P(C1=CC=CC=C1)C1=CC=CC=C1 (triphenylphosphine), C1(=CC=CC=C1)P(C1=CC=CC=C1)C1=CC=CC=C1 (triphenylphosphine), C(Br)(Br)(Br)Br (carbon tetrabromide). Reaction conditions: time 10 minute. The product is N(=[N+]=[N-])C[C@@H]1[C@H]([C@H]([C@@H](O1)N1C=NC=2C(O)=NC=NC12)O)O (5′-azido-5′-deoxyinosine). Reaction SMILES: [C@@H:1]1([N:10]2[C:19]3[N:18]=[CH:17][N:16]=[C:14]([OH:15])[C:13]=3[N:12]=[CH:11]2)[O:9][C@H:6]([CH2:7]O)[C@@H:4]([OH:5])[C@H:2]1[OH:3].[N-:20]=[N+:21]=[N-:22].[Li+].C1(P(C2C=CC=CC=2)C2C=CC=CC=2)C=CC=CC=1.C(Br)(Br)(Br)Br>>[N:20]([CH2:7][C@H:6]1[O:9][C@@H:1]([N:10]2[C:19]3[N:18]=[CH:17][N:16]=[C:14]([OH:15])[C:13]=3[N:12]=[CH:11]2)[C@H:2]([OH:3])[C@@H:4]1[OH:5])=[N+:21]=[N-:22] |f:1.2|. Reported procedure: Inosine (890 mg, 3.0 mmol) was dried under reduced pressure for 1 hour. Thereto was added 1.02 g (21 mmol) of lithium azide, and the mixture was further dried for 1 hour. Distilled DMF (40 ml) was added to the reaction vessel, and the pressure was reduced for about 10 minutes with stirring. Further, 2.20 g (8.4 mmol) of triphenylphosphine was added and, after confirmation of the dissolution of triphenylphosphine, 2.78 g (8.14 mmol) of carbon tetrabromide was added to initiate the reaction. On th... Reactants: BrC1=CC=C(CN2C(=NC3=C2C=C(C=C3)OCC3=NN(C=C3)C)CC(C(=O)O)(CC)CC)C=C1 (2-((1-(4-bromobenzyl)-6-((1-methyl-1H-pyrazol-3-yl)methoxy)-1H-benzo[d]imidazol-2-yl)methyl)-2-ethylbutanoic acid), FC1(CNCCC1)F (3,3-difluoropiperidine). The product is FC1(CN(CCC1)C1=CC=C(CN2C(=NC3=C2C=C(C=C3)OCC3=NN(C=C3)C)CC(C(=O)O)(CC)CC)C=C1)F (2-({1-[4-(3,3-Difluoropiperidin-1-yl)benzyl]-6-[(1-methyl-1H-pyrazol-3-yl)methoxy]-1H-benzimidazol-2-yl}methyl)-2-ethylbutanoic acid). RXN SMILES: Br[C:2]1[CH:34]=[CH:33][C:5]([CH2:6][N:7]2[C:11]3[CH:12]=[C:13]([O:16][CH2:17][C:18]4[CH:22]=[CH:21][N:20]([CH3:23])[N:19]=4)[CH:14]=[CH:15][C:10]=3[N:9]=[C:8]2[CH2:24][C:25]([CH2:31][CH3:32])([CH2:29][CH3:30])[C:26]([OH:28])=[O:27])=[CH:4][CH:3]=1.[F:35][C:36]1([F:42])[CH2:41][CH2:40][CH2:39][NH:38][CH2:37]1>>[F:35][C:36]1([F:42])[CH2:41][CH2:40][CH2:39][N:38]([C:2]2[CH:34]=[CH:33][C:5]([CH2:6][N:7]3[C:11]4[CH:12]=[C:13]([O:16][CH2:17][C:18]5[CH:22]=[CH:21][N:20]([CH3:23])[N:19]=5)[CH:14]=[CH:15][C:10]=4[N:9]=[C:8]3[CH2:24][C:25]([CH2:31][CH3:32])([CH2:29][CH3:30])[C:26]([OH:28])=[O:27])=[CH:4][CH:3]=2)[CH2:37]1. Procedure details: The title compound was prepared using analogous conditions described in Example 152 using 2-((1-(4-bromobenzyl)-6-((1-methyl-1H-pyrazol-3-yl)methoxy)-1H-benzo[d]imidazol-2-yl)methyl)-2-ethylbutanoic acid and 3,3-difluoropiperidine. MS (ESI): mass calcd. for C31H37F2N5O3, 565.2; m/z found, 566.3 [M+H]+. 1H NMR (500 MHz, CD3OD) δ 7.69 (d, J=9.0, 1H), 7.57-7.51 (m, 1H), 7.34 (d, J=2.1, 1H), 7.25 (dd, J=9.1, 2.3, 1H), 7.13 (d, J=8.7, 2H), 6.96 (d, J=8.8, 2H), 6.28 (d, J=2.2, 1H), 6.25 (d, J=2.2, OH)... Reactants: IC1=C2C(C(NC2=CC=C1)=O)=O (4-iodo-1H-indole-2,3-dione), TEA, C1(=C(C=CC=C1)P(C1=C(C=CC=C1)C)C1=C(C=CC=C1)C)C (tri-o-tolylphosphine), solution, C(=C)C1=CC=C(C=C1)O (4-vinylphenol). Reagents/catalysts: C(C)(=O)[O-].[Pd+2].C(C)(=O)[O-] (palladium(II) acetate). Solvent: C(C(C)O)O (propylene glycol), C(C)#N (acetonitrile). Conditions: temperature 100 celsius. Yields the product OC1=CC=C(C=C1)/C=C/C1=C2C(C(NC2=CC=C1)=O)=O (trans-4-[2-(4-hydroxyphenyl)-vinyl]-1H-indole-2,3-dione). Isolated yield 13.0%. RXN SMILES: I[C:2]1[CH:10]=[CH:9][CH:8]=[C:7]2[C:3]=1[C:4](=[O:12])[C:5](=[O:11])[NH:6]2.C1(C)C=CC=CC=1P(C1C=CC=CC=1C)C1C=CC=CC=1C.[CH:35]([C:37]1[CH:42]=[CH:41][C:40]([OH:43])=[CH:39][CH:38]=1)=[CH2:36]>C(O)C(O)C.C(#N)C.C([O-])(=O)C.[Pd+2].C([O-])(=O)C>[OH:43][C:40]1[CH:41]=[CH:42][C:37](/[CH:35]=[CH:36]/[C:2]2[CH:10]=[CH:9][CH:8]=[C:7]3[C:3]=2[C:4](=[O:12])[C:5](=[O:11])[NH:6]3)=[CH:38][CH:39]=1 |f:5.6.7|. Reported procedure: A mixture of 1.0 g (3.6 mmol) of 4-iodo-1H-indole-2,3-dione (Snow, et al., Journal of the American Chemical Society 1977, 99, 3734-44), 0.42 g (4.2 mmol) of TEA, 0.06 g (0.27 mmol) of palladium(II) acetate, 0.16 g (0.54 mmol) of tri-o-tolylphosphine and 5.0 g (4.2 mmol) of a 10% solution of 4-vinylphenol in propylene glycol was suspended in 15 mL of dry acetonitrile in a pyrex sealed tube and heated to 100° C. for 4 h. The mixture was cooled to rt, quenched with 50 mL of 10% hydrochloric acid an... The reactants are CCOCc1nc2cnc3ccccc3c2n1CC1(OC)CCCC1, ClCCl, [NH4+], [OH-], O, O=C(OO)c1cccc(Cl)c1. Yields the product CCOCc1nc2c(N)nc3ccccc3c2n1CC1(OC)CCCC1. As a reaction SMILES: [CH2:1]([CH3:2])[O:3][CH2:4][c:5]1[n:6]([CH2:18][C:19]2([O:24][CH3:25])[CH2:20][CH2:21][CH2:22][CH2:23]2)[c:7]2[c:8]([cH:9][n:10][c:11]3[cH:12][cH:13][cH:14][cH:15][c:16]23)[n:17]1.[Cl:40][CH2:41][Cl:42].[NH4+:37].[OH-:38].[OH2:39].[OH:26][O:27][C:28]([c:29]1[cH:30][c:31]([Cl:32])[cH:33][cH:34][cH:35]1)=[O:36]>>[CH2:1]([CH3:2])[O:3][CH2:4][c:5]1[n:6]([CH2:18][C:19]2([O:24][CH3:25])[CH2:20][CH2:21][CH2:22][CH2:23]2)[c:7]2[c:8]([c:9]([NH2:37])[n:10][c:11]3[cH:12][cH:13][cH:14][cH:15][c:16]23)[n:17]1. Starting materials: C(C(C)C)OC(=O)N1CCN(CC1)C(=O)C1=CC=C(C(=N)N)C=C1 (4-[4-(isobutyloxycarbonyl)piperazine-1-carbonyl]benzamidine), C(C)(=O)[O-] (acetate). Yields the product NC=1C=C(C(=O)N2CCN(CC2)C(=O)C2=CC=C(C(=N)N)C=C2)C=CC1 (4-[4-(3-aminobenzoyl)piperazine-1-carbonyl]benzamidine). Reaction SMILES: C(O[C:6]([N:8]1[CH2:13][CH2:12][N:11]([C:14]([C:16]2[CH:24]=[CH:23][C:19]([C:20]([NH2:22])=[NH:21])=[CH:18][CH:17]=2)=[O:15])[CH2:10][CH2:9]1)=[O:7])C(C)C.[C:25]([O-])(=O)[CH3:26]>>[NH2:11][C:14]1[CH:16]=[C:17]([CH:18]=[CH:25][CH:26]=1)[C:6]([N:8]1[CH2:13][CH2:12][N:11]([C:14]([C:16]2[CH:24]=[CH:23][C:19]([C:20]([NH2:22])=[NH:21])=[CH:18][CH:17]=2)=[O:15])[CH2:10][CH2:9]1)=[O:7]. Procedure: 4-[4-(isobutyloxycarbonyl)piperazine-1-carbonyl]benzamidine, acetate, FAB 333. Reactants: C(C)(=O)C=1C(NC2=C(C=C(C(=C2C1C)OS(=O)(=O)O)C)Cl)=O (3-Acetyl-8-chloro-6-methyl-4 -methylsulfoxy -2-quinolinone), C(C=C)N (allylamine). Product: C(C)(=O)C=1C(NC2=C(C=C(C=C2C1NCC=C)C)Cl)=O (3-Acetyl-4-allylamino-8-chloro-6-methyl-2-quinolinone). The yield is 81.9%. As a reaction SMILES: [C:1]([C:4]1[C:5](=[O:22])[NH:6][C:7]2[C:12]([C:13]=1C)=[C:11](OS(O)(=O)=O)[C:10]([CH3:20])=[CH:9][C:8]=2[Cl:21])(=[O:3])[CH3:2].[CH2:23]([NH2:26])[CH:24]=[CH2:25]>>[C:1]([C:4]1[C:5](=[O:22])[NH:6][C:7]2[C:12]([C:13]=1[NH:26][CH2:23][CH:24]=[CH2:25])=[CH:11][C:10]([CH3:20])=[CH:9][C:8]=2[Cl:21])(=[O:3])[CH3:2]. Procedure: 3-Acetyl-8-chloro-6-methyl-4 -methylsulfoxy -2-quinolinone (2.97 g, 0.01 mol) and allylamine (0.57g, 0.01 mol) were used, but the reaction was carried out as the above process of example 37 to obtain the desired product (2.38g, yield: 82%). Reactants: N1=CC(=CC2=CC=CC=C12)NC=1C(C(C1OCC)=O)=O (3-(Quinolin-3-ylamino)-4-ethoxy-cyclobut-3-ene-1,2-dione), C(C)(C)(C)N (tert-butylamine). Run in C(C)O (ethanol). Conditions: temperature 60 celsius. The product is C(C)(C)(C)NC=1C(C(C1NC=1C=NC2=CC=CC=C2C1)=O)=O (3-Tert-butylamino-4-(quinolin-3-ylamino)-cyclobut-3-ene-1,2-dione). The yield is 84.6%. RXN SMILES: [N:1]1[C:10]2[C:5](=[CH:6][CH:7]=[CH:8][CH:9]=2)[CH:4]=[C:3]([NH:11][C:12]2[C:13](=O)[C:14](=[O:19])[C:15]=2[O:16]CC)[CH:2]=1.[C:21]([NH2:25])([CH3:24])([CH3:23])[CH3:22]>C(O)C>[C:21]([NH:25][C:13]1[C:14](=[O:19])[C:15](=[O:16])[C:12]=1[NH:11][C:3]1[CH:2]=[N:1][C:10]2[C:5]([CH:4]=1)=[CH:6][CH:7]=[CH:8][CH:9]=2)([CH3:24])([CH3:23])[CH3:22]. Procedure: To the product from Example 13, Step 1 (0.30 g, 1.12 mmol) in ethanol (8 mL) was added tert-butylamine (0.35 mL, 3.36 mmol) and the resulting mixture was heated at 60° C. overnight. The mixture was concentrated, and the residue was dissolved in ethylacetate. Addition of hexanes induced precipitation of product which was filtered and triturated with diethylether/hexanes. Filtration and drying afforded 0.28 g (85%) of the title compound as a yellow solid, three -quarter hydrate: mp 257°-260° C.; 1... Starting materials: IC1=C2C=CC(=NC2=CC=C1)Cl (5-iodo-2-chloroquinoline), N[C@@H]1CCC2=CC=CC=C12 ((R)-1-aminoindane), C1(=C(C=CC=C1)B(O)O)C (ortho-tolylboronic acid). The product is [C@H]1(CCC2=CC=CC=C12)NC1=NC2=CC=CC(=C2C=C1)C1=C(C=CC=C1)C ((R)-Indan-1-yl-(5-o-tolyl-quinolin-2-yl)-amine). RXN SMILES: I[C:2]1[CH:11]=[CH:10][CH:9]=[C:8]2[C:3]=1[CH:4]=[CH:5][C:6](Cl)=[N:7]2.[NH2:13][C@H:14]1[C:22]2[C:17](=[CH:18][CH:19]=[CH:20][CH:21]=2)[CH2:16][CH2:15]1.[C:23]1([CH3:32])[CH:28]=[CH:27][CH:26]=[CH:25][C:24]=1B(O)O>>[C@H:14]1([NH:13][C:6]2[CH:5]=[CH:4][C:3]3[C:8](=[CH:9][CH:10]=[CH:11][C:2]=3[C:24]3[CH:25]=[CH:26][CH:27]=[CH:28][C:23]=3[CH3:32])[N:7]=2)[C:22]2[C:17](=[CH:18][CH:19]=[CH:20][CH:21]=2)[CH2:16][CH2:15]1. Procedure: The title compound, MS: m/e=351.5 (M+H+), was prepared in accordance with the general method of example 63 from 5-iodo-2-chloroquinoline, (R)-1-aminoindane and ortho-tolylboronic acid.